This data is from the Open Reaction Database (ORD), a public repository of structured organic reaction records. The task is: describe an organic reaction: reactants, conditions, products, and yield The reactants are CO, O=C(NCCO)NCc1ccccc1OCc1ccccc1. The product is O=C(NCCO)NCc1ccccc1O. RXN SMILES: [CH3:23][OH:24].[OH:1][CH2:2][CH2:3][NH:4][C:5](=[O:6])[NH:7][CH2:8][c:9]1[c:10]([O:15][CH2:16][c:17]2[cH:18][cH:19][cH:20][cH:21][cH:22]2)[cH:11][cH:12][cH:13][cH:14]1>>[OH:1][CH2:2][CH2:3][NH:4][C:5](=[O:6])[NH:7][CH2:8][c:9]1[c:10]([OH:15])[cH:11][cH:12][cH:13][cH:14]1.